This data is from the Open Reaction Database (ORD), a public repository of structured organic reaction records. The task is: describe an organic reaction: reactants, conditions, products, and yield Starting materials: COC(=O)C1=CC=CC=2N=NSC21 (7-methoxycarbonylbenzo-1,2,3-thiadiazole), Cl (hydrochloric acid), [OH-].[Na+] (sodium hydroxide), O1CCOCC1 (dioxane). Solvent: O (water), O (water). Reaction conditions: temperature 40 celsius, time 4 hour. The product is S1N=NC2=C1C(=CC=C2)C(=O)O (benzo-1,2,3-thiadiazole-7-carboxylic acid). Reaction SMILES: C[O:2][C:3]([C:5]1[C:13]2[S:12][N:11]=[N:10][C:9]=2[CH:8]=[CH:7][CH:6]=1)=[O:4].[OH-].[Na+].O1CCOCC1.Cl>O>[S:12]1[C:13]2[C:5]([C:3]([OH:4])=[O:2])=[CH:6][CH:7]=[CH:8][C:9]=2[N:10]=[N:11]1 |f:1.2|. Procedure: 100 g (0.51 mol) of 7-methoxycarbonylbenzo-1,2,3-thiadiazole are suspended in 1000 ml of water, and then 310 ml of 2N sodium hydroxide solution and 5 ml of dioxane are added. The reaction mixture is heated to 40° C., is stirred for 4 hours at that temperature and is then cooled to 10° C. A further 1000 ml of water are added and the batch is neutralised with 310 ml of 2N hydrochloric acid. The resulting precipitate is isolated by filtration, lightly dried in a current of air and then dissolved in... Starting materials: NC(CCCC(=O)OC)C=1C(=NC=CC1OC)OC (methyl 5-amino-5-(2,4-dimethoxypyridin-3-yl)pentanoate), CC=1SC=C(N1)C=1C=C(C=O)C=CC1 (3-(2-methylthiazol-4-yl)benzaldehyde). Product: COC1=NC=CC(=C1C1CCCC(N1CC1=CC(=CC=C1)C=1N=C(SC1)C)=O)OC (6-(2,4-dimethoxypyridin-3-yl)-1-(3-(2-methylthiazol-4-yl)benzyl)piperidin-2-one). As a reaction SMILES: [NH2:1][CH:2]([C:10]1[C:11]([O:18][CH3:19])=[N:12][CH:13]=[CH:14][C:15]=1[O:16][CH3:17])[CH2:3][CH2:4][CH2:5][C:6]([O:8]C)=O.[CH3:20][C:21]1[S:22][CH:23]=[C:24]([C:26]2[CH:27]=[C:28]([CH:31]=[CH:32][CH:33]=2)[CH:29]=O)[N:25]=1>>[CH3:19][O:18][C:11]1[C:10]([CH:2]2[N:1]([CH2:29][C:28]3[CH:31]=[CH:32][CH:33]=[C:26]([C:24]4[N:25]=[C:21]([CH3:20])[S:22][CH:23]=4)[CH:27]=3)[C:6](=[O:8])[CH2:5][CH2:4][CH2:3]2)=[C:15]([O:16][CH3:17])[CH:14]=[CH:13][N:12]=1. Reported procedure: Prepared according to the described general procedure 1 (GP1) by reaction of methyl 5-amino-5-(2,4-dimethoxypyridin-3-yl)pentanoate with commercially available 3-(2-methylthiazol-4-yl)benzaldehyde. Subsequent purification by preparative HPLC afforded the target compound. LC-MS (conditions A): tR=0.71 min.; [M+H]+: 423.95 g/mol.